This data is from the Open Reaction Database (ORD), a public repository of structured organic reaction records. The task is: describe an organic reaction: reactants, conditions, products, and yield RXN SMILES: ClC(Cl)(Cl)[C:3]([C:5]1[N:14]2[C:8]([CH2:9][N:10]([C:19](=[O:29])[CH2:20][S:21][C:22]3[CH:27]=[CH:26][C:25]([Br:28])=[CH:24][CH:23]=3)[C:11]3[CH:18]=[CH:17][CH:16]=[CH:15][C:12]=3[CH2:13]2)=[CH:7][CH:6]=1)=[O:4].[CH:32]1([NH2:42])[C:41]2[C:36](=[CH:37][CH:38]=[CH:39][CH:40]=2)[CH2:35][CH2:34][CH2:33]1>>[Br:28][C:25]1[CH:24]=[CH:23][C:22]([S:21][CH2:20][C:19]([N:10]2[C:11]3[CH:18]=[CH:17][CH:16]=[CH:15][C:12]=3[CH2:13][N:14]3[C:5]([C:3]([NH:42][CH:32]4[C:41]5[C:36](=[CH:37][CH:38]=[CH:39][CH:40]=5)[CH2:35][CH2:34][CH2:33]4)=[O:4])=[CH:6][CH:7]=[C:8]3[CH2:9]2)=[O:29])=[CH:27][CH:26]=1. Procedure: The title compound was synthesized in the manner of Example 81 from 2,2,2-trichloro-1-[10-{[(4-bromophenyl)thio]acetyl}-10,11-dihydro-5H-pyrrolo[2,1-c][1,4]benzodiazepine-3-yl]-ethanone of Example 80 and 1,2,3,4-tetrahydronaphthalen-1-ylamine, m.p. 163-165° C. MS [(+)ESI, m/z]: 586 [M+H]+ The reactants are ClC(C(=O)C1=CC=C2CN(C3=C(CN21)C=CC=C3)C(CSC3=CC=C(C=C3)Br)=O)(Cl)Cl (2,2,2-Trichloro-1-[10-{[(4-bromophenyl)thio]acetyl}-10,11-dihydro-5H-pyrrolo[2,1-c][1,4]benzodiazepine-3-yl]-ethanone), C1(CCCC2=CC=CC=C12)N (1,2,3,4-tetrahydronaphthalen-1-ylamine). Product: BrC1=CC=C(C=C1)SCC(=O)N1CC=2N(CC3=C1C=CC=C3)C(=CC2)C(=O)NC2CCCC3=CC=CC=C23 (10-{[(4-BROMOPHENYL)THIO]ACETYL}-N-(1,2,3,4-TETRAHYDRONAPHTHALEN-1-YL)-10,11-DIHYDRO-5H-PYRROLO[2,1-C][1,4]BENZODIAZEPINE-3-CARBOXAMIDE). The product is FC=1C=C(C=CC1C=1SC2=C(N1)C=CC(=C2)C2(CC2)C2=CC=CC=C2)CN2CC(C2)C(=O)OC (methyl 1-((3-fluoro-4-(6-(1-phenylcyclopropyl)benzo[d]thiazol-2-yl)phenyl)methyl)azetidine-3-carboxylate). As a reaction SMILES: [F:1][C:2]1[CH:3]=[C:4]([CH:7]=[CH:8][C:9]=1[C:10]1[S:11][C:12]2[CH:18]=[C:17]([C:19]3([C:22]4[CH:27]=[CH:26][CH:25]=[CH:24][CH:23]=4)[CH2:21][CH2:20]3)[CH:16]=[CH:15][C:13]=2[N:14]=1)[CH:5]=O.Cl.[NH:29]1[CH2:32][CH:31]([C:33]([O:35][CH3:36])=[O:34])[CH2:30]1>>[F:1][C:2]1[CH:3]=[C:4]([CH2:5][N:29]2[CH2:32][CH:31]([C:33]([O:35][CH3:36])=[O:34])[CH2:30]2)[CH:7]=[CH:8][C:9]=1[C:10]1[S:11][C:12]2[CH:18]=[C:17]([C:19]3([C:22]4[CH:23]=[CH:24][CH:25]=[CH:26][CH:27]=4)[CH2:20][CH2:21]3)[CH:16]=[CH:15][C:13]=2[N:14]=1 |f:1.2|. Procedure: Reaction of 3-fluoro-4-(6-(1-phenylcyclopropyl)benzo[d]thiazol-2-yl)benzaldehyde (0.050 g, 0.13 mmol) and methyl azetidine-3-carboxylate hydrochloride (0.030 g, 0.20 mmol) according to Reference R and general procedure for reductive amination afforded methyl 1-((3-fluoro-4-(6-(1-phenylcyclopropyl)benzo[d]thiazol-2-yl)phenyl)methyl)azetidine-3-carboxylate. MS (ESI) m/z: Calculated: 472.2; Observed: 473.1 (M++1). The reactants are FC=1C=C(C=O)C=CC1C=1SC2=C(N1)C=CC(=C2)C2(CC2)C2=CC=CC=C2 (3-fluoro-4-(6-(1-phenylcyclopropyl)benzo[d]thiazol-2-yl)benzaldehyde), Cl.N1CC(C1)C(=O)OC (methyl azetidine-3-carboxylate hydrochloride). Starting materials: NC1=CC=C(C=C1)C=1NC=CN1 (2-(4-amino-phenyl)-1-H-imidazole), N#CN (cyanamide), C(OCC)(OCC)OCC (triethyl orthoformate). Run at temperature 150 celsius. The product is C(#N)NC=NC1=CC=C(C=C1)C=1NC=CN1 (N-Cyano-N'-[4-(imidazol-2-yl)-phenyl]-formamidine). Isolated yield 62.2%. Reaction SMILES: [NH2:1][C:2]1[CH:7]=[CH:6][C:5]([C:8]2[NH:9][CH:10]=[CH:11][N:12]=2)=[CH:4][CH:3]=1.[N:13]#[C:14][NH2:15].[CH:16](OCC)(OCC)OCC>>[C:14]([NH:15][CH:16]=[N:1][C:2]1[CH:3]=[CH:4][C:5]([C:8]2[NH:12][CH:11]=[CH:10][N:9]=2)=[CH:6][CH:7]=1)#[N:13]. Procedure: A mixture of 2-(4-amino-phenyl)-1-H-imidazole (3.1 g), cyanamide (0.8 g) and triethyl orthoformate (3.6 g) was heated at 150° C. for a few minutes. The product which crystallized out was filtered off, washed with ethanol and dried to give 2.5 g of the title compound, M.p. 228°-229° C. The reactants are OC=1C=C2CCCC(C2=CC1)=O (6-hydroxy-1-tetralone), OC=1C=C(C=O)C=CC1O (3,4-dihydroxybenzaldehyde), Cl (hydrochloric acid), CO (methanol). Run in O (water). The product is OC=1C=C(C=CC1O)C=C1C(C2=CC=C(C=C2CC1)O)=O (2-[(3,4-dihydroxyphenyl)methylene]-6-hydroxy-1-tetralone). Isolated yield 72.0%. As a reaction SMILES: [OH:1][C:2]1[CH:3]=[C:4]2[C:9](=[CH:10][CH:11]=1)[C:8](=[O:12])[CH2:7][CH2:6][CH2:5]2.[OH:13][C:14]1[CH:15]=[C:16]([CH:19]=[CH:20][C:21]=1[OH:22])[CH:17]=O.Cl.CO>O>[OH:13][C:14]1[CH:15]=[C:16]([CH:17]=[C:7]2[CH2:6][CH2:5][C:4]3[C:9](=[CH:10][CH:11]=[C:2]([OH:1])[CH:3]=3)[C:8]2=[O:12])[CH:19]=[CH:20][C:21]=1[OH:22]. Reported procedure: After 6-hydroxy-1-tetralone 1.0 g and 3,4-dihydroxybenzaldehyde 0.85 g were added to a mixture of concentrated hydrochloric acid 50 ml and methanol 75 ml, the mixture was refluxed for 2.5 hours and cooled to room temperature, and water 357 ml was added. The precipitated crystals were filtered. The crystals were dried over phosphorous pentoxide for six hours under reduced pressure to obtain the desired compound 1.25 g. Reactants: BrC1=CC(=C(C=C1)C(=O)N1CCN(CC1)C1=NC=C(C=C1C)C)N1S(CCC1)(=O)=O ([4-bromo-2-(1,1-dioxoisothiazolidin-2-yl)phenyl][4-(3,5-dimethylpyridin-2-yl)piperazin-1-yl]methanone), CC1(NC(OC1)=O)C (4,4-dimethyloxazolidin-2-one). The product is CC=1C(=NC=C(C1)C)N1CCN(CC1)C(=O)C1=C(C=C(C=C1)N1C(OCC1(C)C)=O)N1S(CCC1)(=O)=O (3-{4-[4-(3,5-dimethylpyridin-2-yl)piperazine-1-carbonyl]-3-(1,1-dioxoisothiazolidin-2-yl)phenyl}-4,4-dimethyloxazolidin-2-one). The yield is 24.1%. As a reaction SMILES: Br[C:2]1[CH:7]=[CH:6][C:5]([C:8]([N:10]2[CH2:15][CH2:14][N:13]([C:16]3[C:21]([CH3:22])=[CH:20][C:19]([CH3:23])=[CH:18][N:17]=3)[CH2:12][CH2:11]2)=[O:9])=[C:4]([N:24]2[CH2:28][CH2:27][CH2:26][S:25]2(=[O:30])=[O:29])[CH:3]=1.[CH3:31][C:32]1([CH3:38])[CH2:36][O:35][C:34](=[O:37])[NH:33]1>>[CH3:22][C:21]1[C:16]([N:13]2[CH2:14][CH2:15][N:10]([C:8]([C:5]3[CH:6]=[CH:7][C:2]([N:33]4[C:32]([CH3:38])([CH3:31])[CH2:36][O:35][C:34]4=[O:37])=[CH:3][C:4]=3[N:24]3[CH2:28][CH2:27][CH2:26][S:25]3(=[O:30])=[O:29])=[O:9])[CH2:11][CH2:12]2)=[N:17][CH:18]=[C:19]([CH3:23])[CH:20]=1. Reported procedure: By reaction and treatment in the same manner as in Example 1 and using [4-bromo-2-(1,1-dioxoisothiazolidin-2-yl)phenyl][4-(3,5-dimethylpyridin-2-yl)piperazin-1-yl]methanone (247 mg) described in Preparation Example 118 and 4,4-dimethyloxazolidin-2-one (57.6 mg), the title compound (63.6 mg) was obtained. The reactants are C(C1=CC=CC=C1)C1=NOC(=N1)CC1=CC(=C(C=C1)NC(C(F)(F)F)=O)Br (4-(3-Benzyl-1,2,4-oxadiazol-5-ylmethyl)-2-bromo-1-trifluoroacetylaminobenzene), C(C1=CC=CC=C1)OC(=O)N1[C@H](CCC1)C=CCO ((R)-1-(N-benzyloxycarbonylpyrrolidin-2-yl)-3-hydroxypropene). Yields the product C(C1=CC=CC=C1)OC(=O)N1[C@H](CCC1)C=CCN(C(C(F)(F)F)=O)C1=C(C=C(C=C1)CC1=NC(=NO1)CC1=CC=CC=C1)Br ((R)-1(N-Benzyloxycarbonylpyrrolidin-2-yl)-3-(N-(2-bromo-4-(3-benzyl-1,2,4-oxadiazol-5-ylmethyl)phenyl)-N-trifluoroacetylamino)propene). Yield: 90.0%. RXN SMILES: [CH2:1]([C:8]1[N:12]=[C:11]([CH2:13][C:14]2[CH:19]=[CH:18][C:17]([NH:20][C:21](=[O:26])[C:22]([F:25])([F:24])[F:23])=[C:16]([Br:27])[CH:15]=2)[O:10][N:9]=1)[C:2]1[CH:7]=[CH:6][CH:5]=[CH:4][CH:3]=1.[CH2:28]([O:35][C:36]([N:38]1[CH2:42][CH2:41][CH2:40][C@@H:39]1[CH:43]=[CH:44][CH2:45]O)=[O:37])[C:29]1[CH:34]=[CH:33][CH:32]=[CH:31][CH:30]=1>>[CH2:28]([O:35][C:36]([N:38]1[CH2:42][CH2:41][CH2:40][C@@H:39]1[CH:43]=[CH:44][CH2:45][N:20]([C:17]1[CH:18]=[CH:19][C:14]([CH2:13][C:11]2[O:10][N:9]=[C:8]([CH2:1][C:2]3[CH:7]=[CH:6][CH:5]=[CH:4][CH:3]=3)[N:12]=2)=[CH:15][C:16]=1[Br:27])[C:21](=[O:26])[C:22]([F:25])([F:23])[F:24])=[O:37])[C:29]1[CH:30]=[CH:31][CH:32]=[CH:33][CH:34]=1. Reported procedure: 4-(3-Benzyl-1,2,4-oxadiazol-5-ylmethyl)-2-bromo-1-trifluoroacetylaminobenzene and (R)-1-(N-benzyloxycarbonylpyrrolidin-2-yl)-3-hydroxypropene were used. Chromatography using elution with 5% either in methylene chloride afforded the title compound (90%) as a thick yellow oil: R1 =0.75 (CHCl3 --CH3OH 20:1); LRMS (m/z, relative intensity) 683 (M+,18). The reactants are CC(=O)O[BH-](OC(C)=O)OC(C)=O, CC(C)(C)OC(=O)n1c(-c2ccc(Cl)c3c2C(=O)NC3)cc2cc(C=O)ccc21, ClCCl, NCc1ccccc1, [Na+], [Na+], [OH-]. Product: CC(C)(C)OC(=O)n1c(-c2ccc(Cl)c3c2C(=O)NC3)cc2cc(CNCc3ccccc3)ccc21. RXN SMILES: [C:38]([O:39][BH-:40]([O:41][C:42](=[O:43])[CH3:44])[O:45][C:46](=[O:47])[CH3:48])(=[O:49])[CH3:50].[Cl:1][c:2]1[c:3]2[c:7]([c:8](-[c:11]3[n:12]([C:22](=[O:23])[O:24][C:25]([CH3:26])([CH3:27])[CH3:28])[c:13]4[cH:14][cH:15][c:16]([CH:20]=[O:21])[cH:17][c:18]4[cH:19]3)[cH:9][cH:10]1)[C:6](=[O:29])[NH:5][CH2:4]2.[Cl:54][CH2:55][Cl:56].[NH2:30][CH2:31][c:32]1[cH:33][cH:34][cH:35][cH:36][cH:37]1.[Na+:51].[Na+:53].[OH-:52]>>[Cl:1][c:2]1[c:3]2[c:7]([c:8](-[c:11]3[n:12]([C:22](=[O:23])[O:24][C:25]([CH3:26])([CH3:27])[CH3:28])[c:13]4[cH:14][cH:15][c:16]([CH2:20][NH:30][CH2:31][c:32]5[cH:33][cH:34][cH:35][cH:36][cH:37]5)[cH:17][c:18]4[cH:19]3)[cH:9][cH:10]1)[C:6](=[O:29])[NH:5][CH2:4]2. Starting materials: C(C)(C)(C)OC(=O)NC(COC1=NOC2=C1C=C(C=C2)N(C(=O)OC(C)(C)C)C)CO (3-(2-tert-butoxycarbonylamino-3-hydroxypropoxy)-5-(N-methyl-N-tert-butoxycarbonylamino)-1,2-benzoisoxazole), ClS(=O)(=O)N=C=O (chlorosulfonyl isocyanate), O (water). Run in C(Cl)Cl (methylene chloride). Yields the product C(N)(=O)OCC(COC1=NOC2=C1C=C(C=C2)N(C(=O)OC(C)(C)C)C)NC(=O)OC(C)(C)C (3-(3-carbamoyloxy-2-tert-butoxycarbonylaminopropoxy)-5-(N-methyl-N-tert-butoxycarbonylamino)-1,2-benzoisoxazole). RXN SMILES: [C:1]([O:5][C:6]([NH:8][CH:9]([CH2:30][OH:31])[CH2:10][O:11][C:12]1[C:16]2[CH:17]=[C:18]([N:21]([CH3:29])[C:22]([O:24][C:25]([CH3:28])([CH3:27])[CH3:26])=[O:23])[CH:19]=[CH:20][C:15]=2[O:14][N:13]=1)=[O:7])([CH3:4])([CH3:3])[CH3:2].ClS([N:36]=[C:37]=[O:38])(=O)=O.O>C(Cl)Cl>[C:37]([O:31][CH2:30][CH:9]([NH:8][C:6]([O:5][C:1]([CH3:3])([CH3:2])[CH3:4])=[O:7])[CH2:10][O:11][C:12]1[C:16]2[CH:17]=[C:18]([N:21]([CH3:29])[C:22]([O:24][C:25]([CH3:28])([CH3:27])[CH3:26])=[O:23])[CH:19]=[CH:20][C:15]=2[O:14][N:13]=1)(=[O:38])[NH2:36]. Reported procedure: To a solution of 0.11 g of 3-(2-tert-butoxycarbonylamino-3-hydroxypropoxy)-5-(N-methyl-N-tert-butoxycarbonylamino)-1,2-benzoisoxazole in 5 ml of methylene chloride is added 0.10 g of chlorosulfonyl isocyanate at -45° to -40° C., and the temperature is elevated to 0° C., after which they are subjected to reaction at the same temperature for one hour. To the reaction mixture is added 10 ml of water and they are subjected to reaction at 20°-25° C. for one hour, after which the organic layer is sepa... Starting materials: ClC=1C(=NC(=CC1)Cl)C(C)O (1-(3,6-Dichloropyridin-2-yl)ethanol), OC1=CC=C(C(=O)OC)C=C1 (methyl 4-hydroxybenzoate). Yields the product ClC=1C(=NC(=CC1)Cl)C(C)OC1=CC=C(C(=O)OC)C=C1 (Methyl 4-[1-(3,6-dichloropyridin-2-yl)ethoxy]benzoate). As a reaction SMILES: [Cl:1][C:2]1[C:3]([CH:9]([OH:11])[CH3:10])=[N:4][C:5]([Cl:8])=[CH:6][CH:7]=1.O[C:13]1[CH:22]=[CH:21][C:16]([C:17]([O:19][CH3:20])=[O:18])=[CH:15][CH:14]=1>>[Cl:1][C:2]1[C:3]([CH:9]([O:11][C:13]2[CH:22]=[CH:21][C:16]([C:17]([O:19][CH3:20])=[O:18])=[CH:15][CH:14]=2)[CH3:10])=[N:4][C:5]([Cl:8])=[CH:6][CH:7]=1. Reported procedure: The title compound was prepared from the intermediate from Step A and methyl 4-hydroxybenzoate using the Mitsunobu conditions described in EXAMPLE 4. 1H NMR (500 MHz, CDCl3): δ 7.97 (d, J=8.2 Hz, 2H); 7.67 (d, J=8.4 Hz, 1H); 7.26 (d, J=8.3 Hz, 1H); 6.94 (d, J=8.7 Hz, 2H); 5.85 (q, J=6.5 Hz, 1H); 3.90 (s, 3H); 1.78 (d, J=6.5 Hz, 3H). LCMS1 3.68 min. (M-OPhCO2Me)=174 Reaction SMILES: [CH3:1][n:2]1[n:3][cH:4][c:5]([C:25](=[O:26])[O:27][CH3:28])[c:6]1[C:7]([NH:8][c:9]1[cH:10][c:11]2[n:12]([cH:13][cH:14]1)[n:15][c:16](-[c:18]1[cH:19][n:20][cH:21][cH:22][cH:23]1)[n:17]2)=[O:24].[CH3:33][OH:34].[ClH:32].[Li+:31].[OH-:30].[OH2:29].[OH2:35]>>[CH3:1][n:2]1[n:3][cH:4][c:5]([C:25](=[O:26])[OH:27])[c:6]1[C:7]([NH:8][c:9]1[cH:10][c:11]2[n:12]([cH:13][cH:14]1)[n:15][c:16](-[c:18]1[cH:19][n:20][cH:21][cH:22][cH:23]1)[n:17]2)=[O:24]. Yields the product Cn1ncc(C(=O)O)c1C(=O)Nc1ccn2nc(-c3cccnc3)nc2c1. Reactants: COC(=O)c1cnn(C)c1C(=O)Nc1ccn2nc(-c3cccnc3)nc2c1, CO, Cl, [Li+], [OH-], O, O.